Dataset: the Open Reaction Database (ORD), a public repository of structured organic reaction records. Task: describe an organic reaction: reactants, conditions, products, and yield The reactants are O=C1CCCCCC1, CCOC(C)=O, CC(C)[N-]C(C)C, [Li+], C1CCOC1, O, N#Cc1ccc(Cc2ncc[nH]2)cc1. Product: N#Cc1ccc(C(c2ncc[nH]2)C2(O)CCCCCC2)cc1. As a reaction SMILES: [C:23]1(=[O:30])[CH2:24][CH2:25][CH2:26][CH2:27][CH2:28][CH2:29]1.[CH3:37][CH2:38][O:39][C:40](=[O:41])[CH3:42].[CH:15]([N-:16][CH:17]([CH3:18])[CH3:19])([CH3:20])[CH3:21].[Li+:22].[O:32]1[CH2:33][CH2:34][CH2:35][CH2:36]1.[OH2:31].[nH:1]1[c:2]([CH2:6][c:7]2[cH:8][cH:9][c:10]([C:11]#[N:12])[cH:13][cH:14]2)[n:3][cH:4][cH:5]1>>[nH:1]1[c:2]([CH:6]([c:7]2[cH:8][cH:9][c:10]([C:11]#[N:12])[cH:13][cH:14]2)[C:23]2([OH:30])[CH2:24][CH2:25][CH2:26][CH2:27][CH2:28][CH2:29]2)[n:3][cH:4][cH:5]1. Starting materials: [H-].[Al+3].[Li+].[H-].[H-].[H-] (Lithium aluminium hydride), C(N)(=O)C1=CC=C(CCN(C)C(COC(C2=CC=CC=C2)C2=CC=CC=C2)(C)C)C=C1 (2-[N-(4-Carbamoylphenethyl)-N-methylamino]-1-diphenylmethoxy-2-methylpropan). Run in O1CCCC1 (tetrahydrofuran). Reaction conditions: time 17 hour. Product: NCC1=CC=C(CCN(C)C(COC(C2=CC=CC=C2)C2=CC=CC=C2)(C)C)C=C1 (2-[N-(4-Aminomethylphenethyl)-N-methylamino]-1-diphenylmethoxy-2-methylpropane). Isolated yield 52.3%. As a reaction SMILES: [H-].[Al+3].[Li+].[H-].[H-].[H-].[C:7]([C:10]1[CH:37]=[CH:36][C:13]([CH2:14][CH2:15][N:16]([C:18]([CH3:35])([CH3:34])[CH2:19][O:20][CH:21]([C:28]2[CH:33]=[CH:32][CH:31]=[CH:30][CH:29]=2)[C:22]2[CH:27]=[CH:26][CH:25]=[CH:24][CH:23]=2)[CH3:17])=[CH:12][CH:11]=1)(=O)[NH2:8]>O1CCCC1>[NH2:8][CH2:7][C:10]1[CH:11]=[CH:12][C:13]([CH2:14][CH2:15][N:16]([C:18]([CH3:35])([CH3:34])[CH2:19][O:20][CH:21]([C:28]2[CH:33]=[CH:32][CH:31]=[CH:30][CH:29]=2)[C:22]2[CH:23]=[CH:24][CH:25]=[CH:26][CH:27]=2)[CH3:17])=[CH:36][CH:37]=1 |f:0.1.2.3.4.5|. Reported procedure: Lithium aluminium hydride (57 mg) was added to a solution of 2-[N-(4-carbamoylphenethyl)-N-methylamino]-1-diphenylmethoxy-2-methylpropane (170 mg -- see Example 42) in tetrahydrofuran (12 ml) and the mixture was stirred at room temperature for 17 hours, heated under reflux for 2 hours, quenched by the sequential dropwise addition with stirring of a solution of water (57 mg) in tetrahydrofuran (1 ml), 15% aqueous sodium hydroxide solution (57 mg) and water (156 mg), stirred at room temperature fo... Reaction conditions: time 2 hour. RXN SMILES: [NH:1]1[C:9]2[C:4](=[CH:5][CH:6]=[CH:7][N+:8]=2[O-])[CH:3]=[C:2]1[C:11]([O:13][CH2:14][CH3:15])=[O:12].[Cl:16]C(OC)=O>C1COCC1>[Cl:16][C:7]1[N:8]=[C:9]2[C:4]([CH:3]=[C:2]([C:11]([O:13][CH2:14][CH3:15])=[O:12])[NH:1]2)=[CH:5][CH:6]=1. Reported procedure: To a stirred solution of ethyl 7-azaindole-2-carboxylate-7-oxide (1.32 g, 6.4 mmol) and hexamethyldisilazale (1.4 mL, 6.6 mmol) in THF (30 mL) at 0° C. was added dropwise over 30 min a solution of methyl chloroformate (1.2 mL, 15.5 mmol) in THF (5 mL). The mixture was warmed to room temperature, stirred for 2 h and partitioned between ether (50 mL) and water (50 mL). The aqueous layer was extracted with ether (30 mL). The combined organic extracts were washed (water, brine), dried (sodium sulfat... Yields the product ClC1=CC=C2C=C(NC2=N1)C(=O)OCC (ethyl 6-chloro-7-azaindole-2-carboxylate). Starting materials: N1C(=CC2=CC=C[N+](=C12)[O-])C(=O)OCC (ethyl 7-azaindole-2-carboxylate-7-oxide), ClC(=O)OC (methyl chloroformate). Isolated yield 26.4%. The solvent is C1CCOC1 (THF), C1CCOC1 (THF). Starting materials: Fc1ccc(Br)cc1, CC=CC(=O)Cl, C1CCOC1, [Li]CCCC, [Cl-], Cl[Cu], [Li+]. The product is CC=CC(=O)c1ccc(F)cc1. Reaction SMILES: [Br:1][c:2]1[cH:3][cH:4][c:5]([F:8])[cH:6][cH:7]1.[C:16]([CH:17]=[CH:18][CH3:19])(=[O:20])[Cl:21].[CH2:22]1[O:23][CH2:24][CH2:25][CH2:26]1.[CH3:9][CH2:10][CH2:11][CH2:12][Li:13].[Cl-:14].[Cu:27][Cl:28].[Li+:15]>>[c:2]1([C:16]([CH:17]=[CH:18][CH3:19])=[O:20])[cH:3][cH:4][c:5]([F:8])[cH:6][cH:7]1. Product: Cc1cc(NC2CCN(C(=O)OC(C)(C)C)CC2)c(N)cc1C(F)(F)F. Reactants: Cc1cc(NC2CCN(C(=O)OC(C)(C)C)CC2)c([N+](=O)[O-])cc1C(F)(F)F, CCO, NN, O. As a reaction SMILES: [CH3:1][c:2]1[c:3]([C:25]([F:26])([F:27])[F:28])[cH:4][c:5]([N+:22]([O-:23])=[O:24])[c:6]([NH:8][CH:9]2[CH2:10][CH2:11][N:12]([C:15](=[O:16])[O:17][C:18]([CH3:19])([CH3:20])[CH3:21])[CH2:13][CH2:14]2)[cH:7]1.[CH3:32][CH2:33][OH:34].[NH2:30][NH2:31].[OH2:29]>>[CH3:1][c:2]1[c:3]([C:25]([F:26])([F:27])[F:28])[cH:4][c:5]([NH2:22])[c:6]([NH:8][CH:9]2[CH2:10][CH2:11][N:12]([C:15](=[O:16])[O:17][C:18]([CH3:19])([CH3:20])[CH3:21])[CH2:13][CH2:14]2)[cH:7]1. The reactants are CO, COc1ccc(CNc2ccc3ccc4ncc(Cl)cc4c(=O)c3c2)c(OC)c1, ClCCl, O=C(O)C(F)(F)F. Yields the product Nc1ccc2ccc3ncc(Cl)cc3c(=O)c2c1. RXN SMILES: [CH3:37][OH:38].[Cl:1][c:2]1[cH:3][c:4]2[c:5]([n:6][cH:7]1)[cH:8][cH:9][c:10]1[c:11]([c:12]2=[O:13])[cH:14][c:15]([NH:18][CH2:19][c:20]2[cH:21][cH:22][c:23]([O:24][CH3:25])[cH:26][c:27]2[O:28][CH3:29])[cH:16][cH:17]1.[Cl:39][CH2:40][Cl:41].[OH:30][C:31]([C:32]([F:33])([F:34])[F:35])=[O:36]>>[Cl:1][c:2]1[cH:3][c:4]2[c:5]([n:6][cH:7]1)[cH:8][cH:9][c:10]1[c:11]([c:12]2=[O:13])[cH:14][c:15]([NH2:18])[cH:16][cH:17]1. The reactants are CC(=O)O[BH-](OC(C)=O)OC(C)=O, CS(=O)(=O)N1CCNCC1, COC(OC)OC, O=CCc1cc2nc(Cl)nc(N3CCOCC3)c2s1, ClCCCl, [Na+]. The product is CS(=O)(=O)N1CCN(CCc2cc3nc(Cl)nc(N4CCOCC4)c3s2)CC1. Reaction SMILES: [C:37]([O:38][BH-:39]([O:40][C:41](=[O:42])[CH3:43])[O:44][C:45](=[O:46])[CH3:47])(=[O:48])[CH3:49].[CH3:20][S:21](=[O:22])(=[O:23])[N:24]1[CH2:25][CH2:26][NH:27][CH2:28][CH2:29]1.[CH3:30][O:31][CH:32]([O:33][CH3:34])[O:35][CH3:36].[Cl:1][c:2]1[n:3][c:4]([N:14]2[CH2:15][CH2:16][O:17][CH2:18][CH2:19]2)[c:5]2[c:6]([n:7]1)[cH:8][c:9]([CH2:11][CH:12]=[O:13])[s:10]2.[Cl:51][CH2:52][CH2:53][Cl:54].[Na+:50]>>[Cl:1][c:2]1[n:3][c:4]([N:14]2[CH2:15][CH2:16][O:17][CH2:18][CH2:19]2)[c:5]2[c:6]([n:7]1)[cH:8][c:9]([CH2:11][CH2:12][N:27]1[CH2:26][CH2:25][N:24]([S:21]([CH3:20])(=[O:22])=[O:23])[CH2:29][CH2:28]1)[s:10]2.